Dataset: the Open Reaction Database (ORD), a public repository of structured organic reaction records. Task: describe an organic reaction: reactants, conditions, products, and yield The reactants are CC(C)(C)OC(=O)N1CC(OS(C)(=O)=O)CC1CO, CC([O-])=S, CN(C)C=O, CCOC(C)=O, [K+], O. The product is CC(=O)SC1CC(CO)N(C(=O)OC(C)(C)C)C1. Reaction SMILES: [C:1]([CH3:2])([CH3:3])([CH3:4])[O:5][C:6](=[O:7])[N:8]1[CH:9]([CH2:18][OH:19])[CH2:10][CH:11]([O:13][S:14]([CH3:15])(=[O:16])=[O:17])[CH2:12]1.[C:20]([CH3:21])(=[S:22])[O-:23].[CH3:25][N:26]([CH3:27])[CH:28]=[O:29].[CH3:30][CH2:31][O:32][C:33](=[O:34])[CH3:35].[K+:24].[OH2:36]>>[C:1]([CH3:2])([CH3:3])([CH3:4])[O:5][C:6](=[O:7])[N:8]1[CH:9]([CH2:18][OH:19])[CH2:10][CH:11]([S:22][C:20]([CH3:21])=[O:23])[CH2:12]1. Starting materials: OCCCBr, O=C([O-])[O-], [K+], [K+], CN(C)C=O, COc1cc(O)c(C=O)cc1-c1cccs1. The product is COc1cc(OCCCO)c(C=O)cc1-c1cccs1. RXN SMILES: [Br:23][CH2:24][CH2:25][CH2:26][OH:27].[C:17](=[O:18])([O-:19])[O-:20].[K+:21].[K+:22].[O:28]=[CH:29][N:30]([CH3:31])[CH3:32].[OH:1][c:2]1[c:3]([CH:4]=[O:5])[cH:6][c:7](-[c:12]2[s:13][cH:14][cH:15][cH:16]2)[c:8]([O:10][CH3:11])[cH:9]1>>[O:1]([c:2]1[c:3]([CH:4]=[O:5])[cH:6][c:7](-[c:12]2[s:13][cH:14][cH:15][cH:16]2)[c:8]([O:10][CH3:11])[cH:9]1)[CH2:24][CH2:25][CH2:26][OH:27].